The task is: describe an organic reaction: reactants, conditions, products, and yield. This data is from the Open Reaction Database (ORD), a public repository of structured organic reaction records. The reactants are OCC=1SC(=C(C1)C1=CC=CC=C1)C(F)(F)F (2-Hydroxymethyl-4-phenyl-5-trifluoromethyl-thiophene), OC=1C=C2CCC(C2=CC1)=O (5-hydroxy-1-indanone), C1(=CC=CC=C1)P(C1=CC=CC=C1)C1=CC=CC=C1 (triphenylphosphine), CCOC(=O)/N=N/C(=O)OCC (diethylazodicarboxylate). The solvent is C1CCOC1 (THF). Run at time 2 hour. The product is C1(=CC=CC=C1)C=1C=C(SC1C(F)(F)F)COC=1C=C2CCC(C2=CC1)=O (5-((4-Phenyl-5-trifluoromethyl-2-thienyl)methoxy)-1-indanone). Yield: 92.8%. RXN SMILES: [OH:1][CH2:2][C:3]1[S:4][C:5]([C:14]([F:17])([F:16])[F:15])=[C:6]([C:8]2[CH:13]=[CH:12][CH:11]=[CH:10][CH:9]=2)[CH:7]=1.O[C:19]1[CH:20]=[C:21]2[C:25](=[CH:26][CH:27]=1)[C:24](=[O:28])[CH2:23][CH2:22]2.C1(P(C2C=CC=CC=2)C2C=CC=CC=2)C=CC=CC=1.CCOC(/N=N/C(OCC)=O)=O>C1COCC1>[C:8]1([C:6]2[CH:7]=[C:3]([CH2:2][O:1][C:19]3[CH:20]=[C:21]4[C:25](=[CH:26][CH:27]=3)[C:24](=[O:28])[CH2:23][CH2:22]4)[S:4][C:5]=2[C:14]([F:17])([F:15])[F:16])[CH:13]=[CH:12][CH:11]=[CH:10][CH:9]=1. Procedure: A solution of 0.25 g (0.97 mmol) of 2-hydroxymethyl-4-phenyl-5-trifluoromethyl-thiophene (from Step D), 0.17 g (1.16 mmol) of 5-hydroxy-1-indanone and 0.31 g (0.16 mmol) of triphenylphosphine in 2.5 mL of THF at 0° C. was treated with 0.18 mL (0.16 mmol) of diethylazodicarboxylate. The resulting mixture was warmed to rt, and stirred for 2 h. The reaction was loaded onto silica gel and eluted with 33% ethyl acetate/hexanes to give 0.35 g (0.90 mmol, 78%) of the title compound as a white solid: 1H... The reactants are O=C(O)C(F)(F)F, O=C(O)COc1ccc(-c2ccccc2F)nc1, Nc1nccs1. RXN SMILES: [F:1][C:2]([C:3](=[O:4])[OH:5])([F:6])[F:7].[F:8][c:9]1[c:10](-[c:15]2[cH:16][cH:17][c:18]([O:21][CH2:22][C:23](=[O:24])[OH:25])[cH:19][n:20]2)[cH:11][cH:12][cH:13][cH:14]1.[NH2:26][c:27]1[s:28][cH:29][cH:30][n:31]1>>[F:1][C:2]([C:3](=[O:4])[OH:5])([F:6])[F:7].[F:8][c:9]1[c:10](-[c:15]2[cH:16][cH:17][c:18]([O:21][CH2:22][C:23](=[O:25])[NH:26][c:27]3[s:28][cH:29][cH:30][n:31]3)[cH:19][n:20]2)[cH:11][cH:12][cH:13][cH:14]1. Yields the product O=C(O)C(F)(F)F, O=C(COc1ccc(-c2ccccc2F)nc1)Nc1nccs1. Starting materials: O=C1NC(=O)c2ccccc21, [K], CN(C)C=O, O=C1OCc2ccccc2-c2ccccc21. Product: O=C(O)c1ccccc1-c1ccccc1CN1C(=O)c2ccccc2C1=O. RXN SMILES: [C:17]1(=[O:27])[c:18]2[c:19]([cH:23][cH:24][cH:25][cH:26]2)[C:20](=[O:22])[NH:21]1.[K:28].[O:29]=[CH:30][N:31]([CH3:32])[CH3:33].[cH:1]1[cH:2][cH:3][cH:4][c:5]2[c:11]1-[c:10]1[c:9]([cH:15][cH:14][cH:13][cH:12]1)[CH2:8][O:7][C:6]2=[O:16]>>[cH:1]1[cH:2][cH:3][cH:4][c:5]([C:6]([OH:7])=[O:16])[c:11]1-[c:10]1[c:9]([CH2:8][N:21]2[C:17](=[O:27])[c:18]3[c:19]([cH:23][cH:24][cH:25][cH:26]3)[C:20]2=[O:22])[cH:15][cH:14][cH:13][cH:12]1. Reactants: C(=O)(C(F)(F)F)O (TFA), NC1=NC=CC=C1C1(CCC(CC1)C1=CC=CC=C1)O (1-(2-aminopyridin-3-yl)-4-phenylcyclohexanol). The reagents and catalysts are [Pd] (Pd/C). Run in CO (MeOH). Conditions: temperature 40 celsius, time 6 hour. The product is C1(=CC=CC=C1)C1CCC(CC1)C=1C(=NC=CC1)N (3-(4-phenylcyclohexyl)pyridin-2-amine). Yield: 16.7%. Reaction SMILES: C(O)(C(F)(F)F)=O.[NH2:8][C:9]1[C:14]([C:15]2(O)[CH2:20][CH2:19][CH:18]([C:21]3[CH:26]=[CH:25][CH:24]=[CH:23][CH:22]=3)[CH2:17][CH2:16]2)=[CH:13][CH:12]=[CH:11][N:10]=1>[Pd].CO>[C:21]1([CH:18]2[CH2:17][CH2:16][CH:15]([C:14]3[C:9]([NH2:8])=[N:10][CH:11]=[CH:12][CH:13]=3)[CH2:20][CH2:19]2)[CH:22]=[CH:23][CH:24]=[CH:25][CH:26]=1. Reported procedure: TFA (3 mL) was added to 1-(2-aminopyridin-3-yl)-4-phenylcyclohexanol (246 mg) and the mixture was stirred at 40° C. under nitrogen for 6 hr. TFA was removed in vacuo and this product was subjected to the next reaction without further purification. MeOH (1 mL) and Pd/C (10 mg) were added and the mixture was stirred at room temperature under hydrogen for 2 days. The insoluble solid was removed by filtration through Celite-pad (eluted with EtOAc) and the filtrate was concentrated in vacuo. The resi... The reactants are [H-].[H-].[H-].[H-].[Li+].[Al+3] (LiAlH4), [Li]CCCC (n-BuLi), C(C1=CC=CC=C1)S (benzyl mercaptan), C(C1=CC=CC=C1)[C@H]1N(C(OC1)=O)C(=O)[C@H]1[C@@H](CC2(OCCO2)CC1)COCC1=CC=CC=C1 ((4R)-benzyl-3-({(7R,8R)-7-[(benzyloxy)methyl]-1,4-dioxaspiro[4.5]dec-8-yl}carbonyl)-1,3-oxazolidin-2-one), Ice water. The solvent is C1CCOC1 (THF), C1CCOC1 (THF). Reaction conditions: temperature 0 celsius, time 15 minute. Yields the product C(C1=CC=CC=C1)OC[C@@H]1CC2(OCCO2)CC[C@H]1CO ({(7R,8R)-7-[(benzyloxy)methyl]-1,4-dioxaspiro[4.5]dec-8-yl}methanol). Reaction SMILES: [Li]CCCC.C(S)C1C=CC=CC=1.C([C@@H]1COC(=O)N1[C:27]([C@@H:29]1[CH2:38][CH2:37][C:32]2([O:36][CH2:35][CH2:34][O:33]2)[CH2:31][C@H:30]1[CH2:39][O:40][CH2:41][C:42]1[CH:47]=[CH:46][CH:45]=[CH:44][CH:43]=1)=[O:28])C1C=CC=CC=1.[H-].[H-].[H-].[H-].[Li+].[Al+3]>C1COCC1>[CH2:41]([O:40][CH2:39][C@H:30]1[C@H:29]([CH2:27][OH:28])[CH2:38][CH2:37][C:32]2([O:33][CH2:34][CH2:35][O:36]2)[CH2:31]1)[C:42]1[CH:47]=[CH:46][CH:45]=[CH:44][CH:43]=1 |f:3.4.5.6.7.8|. Procedure: A solution of n-BuLi (2.4 M in hexanes, 75 mL) was added slowly to a solution of benzyl mercaptan (25 mL, 210 mmol) in THF (250 mL) at 0° C. The resulting pale-yellow solution was stirred at 0° C. for 15 min prior to the introduction of (4R)-benzyl-3-({(7R,8R)-7-[(benzyloxy)methyl]-1,4-dioxaspiro[4.5]dec-8-yl}carbonyl)-1,3-oxazolidin-2-one (64.2 g, 138 mmol) as a solution in THF (250 mL). After 30 min, a solution of LiAlH4 (1.0 M in THF, 150 mL) was slowly added to the reaction mixture with cont...